Task: describe an organic reaction: reactants, conditions, products, and yield. Dataset: the Open Reaction Database (ORD), a public repository of structured organic reaction records Reactants: COc1cc(C(=O)N2CCC(CCN3CCC(Nc4nc5ccccc5n4Cc4ccc(F)cc4)CC3)(c3ccc(Cl)c(Cl)c3)C2)cc(OC)c1OC, CS(=O)(=O)O, CCOC(C)=O. Yields the product COc1cc(C(=O)N2CCC(CCN3CCC(Nc4nc5ccccc5n4Cc4ccc(F)cc4)CC3)(c3ccc(Cl)c(Cl)c3)C2)cc(OC)c1OC, CS(=O)(=O)O. Reaction SMILES: [CH3:1][O:2][c:3]1[cH:4][c:5]([C:6](=[O:7])[N:8]2[CH2:9][C:10]([c:13]3[cH:14][c:15]([Cl:20])[c:16]([Cl:19])[cH:17][cH:18]3)([CH2:21][CH2:22][N:23]3[CH2:24][CH2:25][CH:26]([NH:29][c:30]4[n:31][c:32]5[c:33]([n:34]4[CH2:35][c:36]4[cH:37][cH:38][c:39]([F:42])[cH:40][cH:41]4)[cH:43][cH:44][cH:45][cH:46]5)[CH2:27][CH2:28]3)[CH2:11][CH2:12]2)[cH:47][c:48]([O:52][CH3:53])[c:49]1[O:50][CH3:51].[CH3:54][S:55]([OH:56])(=[O:57])=[O:58].[CH3:59][CH2:60][O:61][C:62](=[O:63])[CH3:64]>>[CH3:1][O:2][c:3]1[cH:4][c:5]([C:6](=[O:7])[N:8]2[CH2:9][C:10]([c:13]3[cH:14][c:15]([Cl:20])[c:16]([Cl:19])[cH:17][cH:18]3)([CH2:21][CH2:22][N:23]3[CH2:24][CH2:25][CH:26]([NH:29][c:30]4[n:31][c:32]5[c:33]([n:34]4[CH2:35][c:36]4[cH:37][cH:38][c:39]([F:42])[cH:40][cH:41]4)[cH:43][cH:44][cH:45][cH:46]5)[CH2:27][CH2:28]3)[CH2:11][CH2:12]2)[cH:47][c:48]([O:52][CH3:53])[c:49]1[O:50][CH3:51].[CH3:54][S:55](=[O:56])(=[O:57])[OH:58]. Reactants: O=C1OC2(CCN(C(=O)c3c[nH]c4cc(Cl)ccc34)CC2)c2ccccc21, OB(O)c1cccc(-c2ccccc2)c1. The product is O=C1OC2(CCN(C(=O)c3cn(-c4cccc(-c5ccccc5)c4)c4cc(Cl)ccc34)CC2)c2ccccc21. RXN SMILES: [Cl:1][c:2]1[cH:3][cH:4][c:5]2[c:6]([C:11](=[O:12])[N:13]3[CH2:14][CH2:15][C:16]4([O:17][C:18](=[O:25])[c:19]5[c:20]4[cH:21][cH:22][cH:23][cH:24]5)[CH2:26][CH2:27]3)[cH:7][nH:8][c:9]2[cH:10]1.[c:28]1(-[c:37]2[cH:38][cH:39][cH:40][cH:41][cH:42]2)[cH:29][c:30]([B:34]([OH:35])[OH:36])[cH:31][cH:32][cH:33]1>>[Cl:1][c:2]1[cH:3][cH:4][c:5]2[c:6]([C:11](=[O:12])[N:13]3[CH2:14][CH2:15][C:16]4([O:17][C:18](=[O:25])[c:19]5[c:20]4[cH:21][cH:22][cH:23][cH:24]5)[CH2:26][CH2:27]3)[cH:7][n:8](-[c:30]3[cH:29][c:28](-[c:37]4[cH:38][cH:39][cH:40][cH:41][cH:42]4)[cH:33][cH:32][cH:31]3)[c:9]2[cH:10]1. Reactants: COc1cc2nccc(Oc3ccc(N)c(C)c3C)c2cc1OC, Cc1ccccc1, CCO, O=C(N=C=S)c1ccccc1. Yields the product COc1cc2nccc(Oc3ccc(NC(=S)NC(=O)c4ccccc4)c(C)c3C)c2cc1OC. As a reaction SMILES: [CH3:12][O:13][c:14]1[cH:15][c:16]2[c:17]([O:26][c:27]3[c:28]([CH3:35])[c:29]([CH3:34])[c:30]([NH2:31])[cH:32][cH:33]3)[cH:18][cH:19][n:20][c:21]2[cH:22][c:23]1[O:24][CH3:25].[CH3:36][c:37]1[cH:38][cH:39][cH:40][cH:41][cH:42]1.[CH3:43][CH2:44][OH:45].[c:1]1([C:7](=[O:8])[N:9]=[C:10]=[S:11])[cH:2][cH:3][cH:4][cH:5][cH:6]1>>[c:1]1([C:7](=[O:8])[NH:9][C:10](=[S:11])[NH:31][c:30]2[c:29]([CH3:34])[c:28]([CH3:35])[c:27]([O:26][c:17]3[c:16]4[cH:15][c:14]([O:13][CH3:12])[c:23]([O:24][CH3:25])[cH:22][c:21]4[n:20][cH:19][cH:18]3)[cH:33][cH:32]2)[cH:2][cH:3][cH:4][cH:5][cH:6]1. The reactants are C(C)NC(CC1=C(C=CC=C1)NC(C(C)(C)C)=O)C=1SC=CC1C (N-[2-[2-(ethylamino)-2-(3-methyl-2-thienyl)ethyl]phenyl]-2,2-dimethylpropanamide), Cl (hydrochloric acid). Product: Cl.Cl.NC1=C(C=CC=C1)CC(NCC)C=1SC=CC1C (2-Amino-N-ethyl-α-(3-methyl-2-thienyl)benzeneethanamine dihydrochloride). RXN SMILES: [CH2:1]([NH:3][CH:4]([C:19]1[S:20][CH:21]=[CH:22][C:23]=1[CH3:24])[CH2:5][C:6]1[CH:11]=[CH:10][CH:9]=[CH:8][C:7]=1[NH:12]C(=O)C(C)(C)C)[CH3:2].[ClH:25]>>[ClH:25].[ClH:25].[NH2:12][C:7]1[CH:8]=[CH:9][CH:10]=[CH:11][C:6]=1[CH2:5][CH:4]([C:19]1[S:20][CH:21]=[CH:22][C:23]=1[CH3:24])[NH:3][CH2:1][CH3:2] |f:2.3.4|. Procedure details: A solution of 9.2 g of N-[2-[2-(ethylamino)-2-(3-methyl-2-thienyl)ethyl]phenyl]-2,2-dimethylpropanamide in 160 ml of 6N hydrochloric acid was refluxed for 8 hrs. The solution was decanted over ice and basified with 50% sodium hydroxide solution. The aqueous mixture was extracted with dichloromethane, and the organic phase was dried over anhydrous sodium sulfate, filtered and concentrated. The residue was purified by Preparative HPLC (Water Associates Prep LC/System 500 A, silica gel, eluted with...